This data is from the Open Reaction Database (ORD), a public repository of structured organic reaction records. The task is: describe an organic reaction: reactants, conditions, products, and yield The reactants are C(C)(C)(C)C=1C=C(C(=O)OCCN(C)C)C=C(C1O)C(C)(C)C (2-dimethylaminoethyl 3,5-di-tert-butyl-4-hydroxybenzoate), C(C1=CC=CC=C1)Cl (benzyl chloride). Solvent: C(C)#N (acetonitrile). Yields the product [Cl-].C(C)(C)(C)C=1C=C(C(=O)OCC[N+](C)(C)CC2=CC=CC=C2)C=C(C1O)C(C)(C)C (N-[2-(3,5-di-tert-butyl-4-hydroxybenzoyloxy)ethyl]-N,N-dimethylbenzylammonium chloride). The yield is 85.3%. RXN SMILES: [C:1]([C:5]1[CH:6]=[C:7]([CH:16]=[C:17]([C:20]([CH3:23])([CH3:22])[CH3:21])[C:18]=1[OH:19])[C:8]([O:10][CH2:11][CH2:12][N:13]([CH3:15])[CH3:14])=[O:9])([CH3:4])([CH3:3])[CH3:2].[CH2:24]([Cl:31])[C:25]1[CH:30]=[CH:29][CH:28]=[CH:27][CH:26]=1>C(#N)C>[Cl-:31].[C:1]([C:5]1[CH:6]=[C:7]([CH:16]=[C:17]([C:20]([CH3:23])([CH3:22])[CH3:21])[C:18]=1[OH:19])[C:8]([O:10][CH2:11][CH2:12][N+:13]([CH2:24][C:25]1[CH:30]=[CH:29][CH:28]=[CH:27][CH:26]=1)([CH3:15])[CH3:14])=[O:9])([CH3:4])([CH3:3])[CH3:2] |f:3.4|. Reported procedure: A solution of 32.15 g (100 mmol) of 2-dimethylaminoethyl 3,5-di-tert-butyl-4-hydroxybenzoate prepared as described above and 12.66 g (100 mmol) of benzyl chloride in 140 ml of acetonitrile was heated at reflux for 1 hour and then concentrated after filtering off a small amount of insolubles. The viscous residue was treated with boiling heptane and then with ligroine. The resultant amorphous solid was allowed to stand in ether which induced crystallization. This solid was collected and dried givi... Reactants: CC(C)(C)OC(=O)CBr, CC(C)(C)OC(=O)NC1CC(=O)c2ccccc2NC1=O, O=C([O-])[O-], CC(C)=O, [K+], [K+], Nc1ccccc1C(=O)CC(N)C(=O)O. Yields the product CC(C)(C)OC(=O)CN1C(=O)C(NC(=O)OC(C)(C)C)CC(=O)c2ccccc21. Reaction SMILES: [Br:37][CH2:38][C:39](=[O:40])[O:41][C:42]([CH3:43])([CH3:44])[CH3:45].[C:1]([CH3:2])([CH3:3])([CH3:4])[O:5][C:6](=[O:7])[NH:8][CH:9]1[C:10](=[O:21])[NH:11][c:12]2[c:13]([cH:17][cH:18][cH:19][cH:20]2)[C:14](=[O:16])[CH2:15]1.[C:46](=[O:47])([O-:48])[O-:49].[CH3:52][C:53](=[O:54])[CH3:55].[K+:50].[K+:51].[NH2:22][CH:23]([C:24](=[O:25])[OH:26])[CH2:27][C:28]([c:29]1[c:30]([NH2:31])[cH:32][cH:33][cH:34][cH:35]1)=[O:36]>>[C:1]([CH3:2])([CH3:3])([CH3:4])[O:5][C:6](=[O:7])[NH:8][CH:9]1[C:10](=[O:21])[N:11]([CH2:38][C:39](=[O:40])[O:41][C:42]([CH3:43])([CH3:44])[CH3:45])[c:12]2[c:13]([cH:17][cH:18][cH:19][cH:20]2)[C:14](=[O:16])[CH2:15]1. Starting materials: CCNc1ccccc1, COC(=O)c1c(O)c2c(Cl)cccc2n(C)c1=O, CCCCCCC, CO. Yields the product CCN(C(=O)c1c(O)c2c(Cl)cccc2n(C)c1=O)c1ccccc1. Reaction SMILES: [CH2:19]([CH3:20])[NH:21][c:22]1[cH:23][cH:24][cH:25][cH:26][cH:27]1.[CH3:1][O:2][C:3](=[O:4])[c:5]1[c:6](=[O:18])[n:7]([CH3:17])[c:8]2[cH:9][cH:10][cH:11][c:12]([Cl:16])[c:13]2[c:14]1[OH:15].[CH3:28][CH2:29][CH2:30][CH2:31][CH2:32][CH2:33][CH3:34].[CH3:35][OH:36]>>[C:3](=[O:4])([c:5]1[c:6](=[O:18])[n:7]([CH3:17])[c:8]2[cH:9][cH:10][cH:11][c:12]([Cl:16])[c:13]2[c:14]1[OH:15])[N:21]([CH2:19][CH3:20])[c:22]1[cH:23][cH:24][cH:25][cH:26][cH:27]1. The reactants are C(=O)(OC(C)(C)C)N1CC(CC1)O (N-Boc-3-pyrrolodinol). Run in C(Cl)Cl (methylene chloride), C(Cl)Cl (methylene chloride), C(C)OCC (diethyl ether). Run at time 4 hour. Product: C(=O)(OC(C)(C)C)N1CC(CC1)=O (N-BOC-3-pyrrolidone). The yield is 73.4%. RXN SMILES: [C:1]([N:8]1[CH2:12][CH2:11][CH:10]([OH:13])[CH2:9]1)([O:3][C:4]([CH3:7])([CH3:6])[CH3:5])=[O:2]>C(Cl)Cl.C(OCC)C>[C:1]([N:8]1[CH2:12][CH2:11][C:10](=[O:13])[CH2:9]1)([O:3][C:4]([CH3:7])([CH3:6])[CH3:5])=[O:2]. Reported procedure: N-Boc-3-pyrrolodinol (17.192 g, 0.092 mole) in 50 mL anhydrous methylene chloride was added to a solution of (60 g, 0.276 mole) of pyridinechlorochromate in 300 mL anhydrous methylene chloride which was surrounded by a water bath at room temperature. After stirring at room temperature for 4 hours an additional (60 g, 0.276 mole) of pyridinechlorochromate was added and the reaction was stirred over night. The reaction had gone to completion by the next morning and was diluted with 400 mL diethyl ... Reactants: O=CC1=CC(OCC)=C(O)C=C1 (ethylvanillin), CN(C)CC1=CC=CC=C1 (N,N-dimethylbenzylamine), COC(C)(C)C (tert-butyl methyl ether), C(C(C)C)(=O)Cl (isobutyroyl chloride). Solvent: O (water). Conditions: time 8 hour. The product is C(C(C)C)(=O)O.O=CC1=CC(OCC)=C(O)C=C1 (ethylvanillin isobutyrate). RXN SMILES: [O:1]=[CH:2][C:3]1[CH:12]=[CH:11][C:9]([OH:10])=[C:5]([O:6][CH2:7][CH3:8])[CH:4]=1.CN(CC1C=CC=CC=1)C.C[O:24]C(C)(C)C.C(Cl)(=O)C(C)C>O>[C:2]([OH:24])(=[O:1])[CH:3]([CH3:12])[CH3:4].[O:1]=[CH:2][C:3]1[CH:12]=[CH:11][C:9]([OH:10])=[C:5]([O:6][CH2:7][CH3:8])[CH:4]=1 |f:5.6|. Reported procedure: 166 g (1 mol) of ethylvanillin and 160 g (1.33 mol) of N,N-dimethylbenzylamine are introduced into 800 ml of tert-butyl methyl ether in a stirred apparatus with the exclusion of moisture. 128 g (1.2 mol) of isobutyroyl chloride are added over the course of 1.5 h, during which the reaction temperature rises to about 38° C. The reaction mixture is stirred overnight at room temperature and then poured into about 1 l of water. The organic phase is separated off, washed with hydrochloric acid, 5% sod... Reactants: COC1=CC=C(C2=CC=CC=C12)C=1N=C2N(C=CC=N2)C1 (2-(1-methoxy-naphth-4-yl)-imidazo[1,2-a]pyrimidine), B(Br)(Br)Br (boron tribromide), C(C)O (ethanol). Run in C(Cl)Cl (methylene chloride). Reaction conditions: temperature -40 celsius. The product is OC1=CC=C(C2=CC=CC=C12)C=1N=C2N(C=CC=N2)C1 (2-(1-Hydroxy-naphth-4-yl)-imidazo[1,2-a]pyrimidine). Yield: 48.0%. As a reaction SMILES: C[O:2][C:3]1[C:12]2[C:7](=[CH:8][CH:9]=[CH:10][CH:11]=2)[C:6]([C:13]2[N:14]=[C:15]3[N:20]=[CH:19][CH:18]=[CH:17][N:16]3[CH:21]=2)=[CH:5][CH:4]=1.B(Br)(Br)Br.C(O)C>C(Cl)Cl>[OH:2][C:3]1[C:12]2[C:7](=[CH:8][CH:9]=[CH:10][CH:11]=2)[C:6]([C:13]2[N:14]=[C:15]3[N:20]=[CH:19][CH:18]=[CH:17][N:16]3[CH:21]=2)=[CH:5][CH:4]=1. Procedure: 1.38 g (5 mmol) of 2-(1-methoxy-naphth-4-yl)-imidazo[1,2-a]pyrimidine are suspended in 50 ml of methylene chloride, cooled to -40° C. and 1.15 ml (12 mmol) of boron tribromide are added dropwise with stirring. The mixture is then stirred for 14 hours at ambient temperature, 30 ml of ethanol are added and the mixture is stirred for a further 30 minutes. It is then concentrated to dryness in vacuo and the crude product thus obtained in purified by column chromatography.